This data is from the Open Reaction Database (ORD), a public repository of structured organic reaction records. The task is: describe an organic reaction: reactants, conditions, products, and yield Procedure details: Following the general method described in example 2b, 2-[2-(4-methoxy-phenyl)-vinyl]-pyridine 1-oxide was reacted first with dimethylsulfate and then with NaCN. After extraction and crystallization the title compound was obtained as a yellow crystalline material. Mp. 121-122° C. (isopropanol), MS: m/e=236 (M+) Solvent: C(C)(C)O (isopropanol). Starting materials: COC1=CC=C(C=C1)C=CC1=[N+](C=CC=C1)[O-] (2-[2-(4-methoxy-phenyl)-vinyl]-pyridine 1-oxide), COS(=O)(=O)OC (dimethylsulfate), [C-]#N.[Na+] (NaCN). Product: COC1=CC=C(C=C1)C=CC1=CC=CC(=N1)C#N (6-[2-(4-Methoxy-phenyl)-vinyl]-pyridine-2-carbonitrile). RXN SMILES: [CH3:1][O:2][C:3]1[CH:8]=[CH:7][C:6]([CH:9]=[CH:10][C:11]2[CH:16]=[CH:15][CH:14]=[CH:13][N+:12]=2[O-])=[CH:5][CH:4]=1.COS(OC)(=O)=O.[C-:25]#[N:26].[Na+]>C(O)(C)C>[CH3:1][O:2][C:3]1[CH:8]=[CH:7][C:6]([CH:9]=[CH:10][C:11]2[N:12]=[C:13]([C:25]#[N:26])[CH:14]=[CH:15][CH:16]=2)=[CH:5][CH:4]=1 |f:2.3|.